Dataset: the Open Reaction Database (ORD), a public repository of structured organic reaction records. Task: describe an organic reaction: reactants, conditions, products, and yield The reactants are CC(=O)OC=O, C1CCOC1, CC(=O)OC(C)=O, O=CO, CCn1c(C#Cc2ccc(N)cc2)c(C#N)c2ccc(OC)cc21. Yields the product CCn1c(C#Cc2ccc(NC=O)cc2)c(C#N)c2ccc(OC)cc21. Reaction SMILES: [C:35]([O:36][CH:37]=[O:38])(=[O:39])[CH3:40].[CH2:41]1[O:42][CH2:43][CH2:44][CH2:45]1.[CH3:1][C:2]([O:3][C:4](=[O:5])[CH3:6])=[O:7].[CH:8](=[O:9])[OH:10].[NH2:11][c:12]1[cH:13][cH:14][c:15]([C:18]#[C:19][c:20]2[n:21]([CH2:33][CH3:34])[c:22]3[cH:23][c:24]([O:31][CH3:32])[cH:25][cH:26][c:27]3[c:28]2[C:29]#[N:30])[cH:16][cH:17]1>>[CH:8](=[O:10])[NH:11][c:12]1[cH:13][cH:14][c:15]([C:18]#[C:19][c:20]2[n:21]([CH2:33][CH3:34])[c:22]3[cH:23][c:24]([O:31][CH3:32])[cH:25][cH:26][c:27]3[c:28]2[C:29]#[N:30])[cH:16][cH:17]1. Reactants: BrC1=CC(=NC=C1)CCN1N=C2N(C=C(C=C2)C2=CC=C(C=C2)OC(F)(F)F)C1=O (2-(2-(4-bromopyridin-2-yl)ethyl)-6-(4-(trifluoromethoxy)phenyl)-[1,2,4]triazolo[4,3-a]pyridin-3(2H)-one), C1(CC1)B(O)O (cyclopropyl boronic acid), dppf(Pd)Cl2, C([O-])([O-])=O.[K+].[K+] (potassium carbonate). Run in O1CCOCC1 (dioxane). Run at temperature 100 celsius. Product: C1(CC1)C1=CC(=NC=C1)CCN1N=C2N(C=C(C=C2)C2=CC=C(C=C2)OC(F)(F)F)C1=O (2-(2-(4-cyclopropylpyridin-2-yl)ethyl)-6-(4-(trifluoromethoxy)phenyl)-[1,2,4]triazolo[4,3-a]pyridin-3(2H)-one). The yield is 81.1%. Reaction SMILES: Br[C:2]1[CH:7]=[CH:6][N:5]=[C:4]([CH2:8][CH2:9][N:10]2[C:29](=[O:30])[N:13]3[CH:14]=[C:15]([C:18]4[CH:23]=[CH:22][C:21]([O:24][C:25]([F:28])([F:27])[F:26])=[CH:20][CH:19]=4)[CH:16]=[CH:17][C:12]3=[N:11]2)[CH:3]=1.[CH:31]1(B(O)O)[CH2:33][CH2:32]1.C(=O)([O-])[O-].[K+].[K+]>O1CCOCC1>[CH:31]1([C:2]2[CH:7]=[CH:6][N:5]=[C:4]([CH2:8][CH2:9][N:10]3[C:29](=[O:30])[N:13]4[CH:14]=[C:15]([C:18]5[CH:19]=[CH:20][C:21]([O:24][C:25]([F:27])([F:28])[F:26])=[CH:22][CH:23]=5)[CH:16]=[CH:17][C:12]4=[N:11]3)[CH:3]=2)[CH2:33][CH2:32]1 |f:2.3.4|. Procedure: A mixture of 2-(2-(4-bromopyridin-2-yl)ethyl)-6-(4-(trifluoromethoxy)phenyl)-[1,2,4]triazolo[4,3-a]pyridin-3(2H)-one (synthesized according to Example 1, 40 mg, 0.084 mmol), cyclopropyl boronic acid (22 mg, 0.25 mmol), dppf(Pd)Cl2 (9.0 mg, 0.013 mmol), potassium carbonate (46 mg, 0.33 mmol) in degassed dioxane (1 mL) was heated at 100° C. for 3 hours. The reaction was concentrated and the residue was purified by reverse phase HPLC to provide compound 57 as a white powder (30 mg, 81% yield). C23H... Reactants: CO, [H][H], O=[N+]([O-])c1ccc(-c2nnc(O)o2)cc1, [Pd]. Product: Nc1ccc(-c2nnc(O)o2)cc1. RXN SMILES: [CH3:18][OH:19].[H:16][H:17].[N+:1]([O-:2])(=[O:3])[c:4]1[cH:5][cH:6][c:7](-[c:10]2[n:11][n:12][c:13]([OH:15])[o:14]2)[cH:8][cH:9]1.[Pd:20]>>[NH2:1][c:4]1[cH:5][cH:6][c:7](-[c:10]2[n:11][n:12][c:13]([OH:15])[o:14]2)[cH:8][cH:9]1. The reactants are [Br-], Br, O=C([O-])[O-], CCCCCCCCCCCCCCCC[P+](CCCC)(CCCC)CCCC, COC(=O)Cc1cccnc1Oc1cccc(OC)c1, CO, CC(=O)Cl, [K+], [K+]. Yields the product COC(=O)Cc1cccnc1Oc1cccc(O)c1. As a reaction SMILES: [Br-:34].[BrH:33].[C:21](=[O:22])([O-:23])[O-:24].[CH2:35]([P+:36]([CH2:37][CH2:38][CH2:39][CH3:40])([CH2:41][CH2:42][CH2:43][CH3:44])[CH2:45][CH2:46][CH2:47][CH3:48])[CH2:49][CH2:50][CH2:51][CH2:52][CH2:53][CH2:54][CH2:55][CH2:56][CH2:57][CH2:58][CH2:59][CH2:60][CH2:61][CH2:62][CH3:63].[CH3:1][O:2][c:3]1[cH:4][c:5]([O:6][c:7]2[n:8][cH:9][cH:10][cH:11][c:12]2[CH2:13][C:14](=[O:15])[O:16][CH3:17])[cH:18][cH:19][cH:20]1.[CH3:27][OH:28].[CH3:29][C:30](=[O:31])[Cl:32].[K+:25].[K+:26]>>[OH:2][c:3]1[cH:4][c:5]([O:6][c:7]2[n:8][cH:9][cH:10][cH:11][c:12]2[CH2:13][C:14](=[O:15])[O:16][CH3:17])[cH:18][cH:19][cH:20]1. The reactants are C1(=CC=CC=C1)SC1=CC=C(C=C1)O ((4-hydroxyphenyl) phenyl sulfide), CN(C)C=O (DMF), BrCCCCCC (1-bromohexane), C([O-])([O-])=O.[K+].[K+] (potassium carbonate). The solvent is C1(=CC=CC=C1)C (toluene), O (water). Run at time 16 hour. Product: C1(=CC=CC=C1)SC1=CC=C(C=C1)OCCCCCC ((4-hexyloxyphenyl) phenyl sulfide). Yield: 90.0%. Reaction SMILES: [C:1]1([S:7][C:8]2[CH:13]=[CH:12][C:11]([OH:14])=[CH:10][CH:9]=2)[CH:6]=[CH:5][CH:4]=[CH:3][CH:2]=1.Br[CH2:16][CH2:17][CH2:18][CH2:19][CH2:20][CH3:21].C(=O)([O-])[O-].[K+].[K+].CN(C=O)C>C1(C)C=CC=CC=1.O>[C:1]1([S:7][C:8]2[CH:13]=[CH:12][C:11]([O:14][CH2:16][CH2:17][CH2:18][CH2:19][CH2:20][CH3:21])=[CH:10][CH:9]=2)[CH:2]=[CH:3][CH:4]=[CH:5][CH:6]=1 |f:2.3.4|. Reported procedure: A solution was prepared by combining 15 g of (4-hydroxyphenyl) phenyl sulfide which had been synthesized according to the well-known formulation, 11 g of 1-bromohexane, 9 g of potassium carbonate, and 30 g of DMF. The solution was aged at 80° C. for 16 hours. The aged solution was cooled to room temperature, to which 30 g of water was added to quench the reaction. To the solution, 50 g of toluene was added for extraction. The organic layer was separated and washed with sodium hydroxide aqueous s... Starting materials: CO, C=Cc1ccc2c(C(N)=O)c(NC(N)=O)[nH]c2c1. Yields the product CCc1ccc2c(C(N)=O)c(NC(N)=O)[nH]c2c1. Reaction SMILES: [CH3:19][OH:20].[NH2:1][C:2](=[O:3])[NH:4][c:5]1[nH:6][c:7]2[cH:8][c:9]([CH:17]=[CH2:18])[cH:10][cH:11][c:12]2[c:13]1[C:14](=[O:15])[NH2:16]>>[NH2:1][C:2](=[O:3])[NH:4][c:5]1[nH:6][c:7]2[cH:8][c:9]([CH2:17][CH3:18])[cH:10][cH:11][c:12]2[c:13]1[C:14](=[O:15])[NH2:16].